From a dataset of the Open Reaction Database (ORD), a public repository of structured organic reaction records. describe an organic reaction: reactants, conditions, products, and yield Starting materials: BrCCOCCOCCOCCBr, COC(=O)COc1ccc2ccc(O)c(C(C)=O)c2c1, CN(C)C=O, [H-], [Na+]. The product is COC(=O)COc1ccc2ccc(OCCOCCOCCOCCBr)c(C(C)=O)c2c1. As a reaction SMILES: [Br:23][CH2:24][CH2:25][O:26][CH2:27][CH2:28][O:29][CH2:30][CH2:31][O:32][CH2:33][CH2:34][Br:35].[CH3:1][O:2][C:3]([CH2:4][O:5][c:6]1[cH:7][c:8]2[c:9]([C:17]([CH3:18])=[O:19])[c:10]([OH:16])[cH:11][cH:12][c:13]2[cH:14][cH:15]1)=[O:20].[CH3:36][N:37]([CH3:38])[CH:39]=[O:40].[H-:21].[Na+:22]>>[CH3:1][O:2][C:3]([CH2:4][O:5][c:6]1[cH:7][c:8]2[c:9]([C:17]([CH3:18])=[O:19])[c:10]([O:16][CH2:34][CH2:33][O:32][CH2:31][CH2:30][O:29][CH2:28][CH2:27][O:26][CH2:25][CH2:24][Br:23])[cH:11][cH:12][c:13]2[cH:14][cH:15]1)=[O:20].